The task is: describe an organic reaction: reactants, conditions, products, and yield. This data is from the Open Reaction Database (ORD), a public repository of structured organic reaction records. Starting materials: Cl (HCl), [N+](=O)([O-])C1=CC=C(C=C1)C1=CN=C(S1)C(=O)OCC (Ethyl 5-(4-nitrophenyl)thiazole-2-carboxylate), [N+](=O)([O-])C1=CC=C(C=C1)C1=CN=C(S1)C(=O)OCC (Ethyl 5-(4-nitrophenyl)thiazole-2-carboxylate), [OH-].[Na+] (NaOH). The solvent is C1CCOC1 (THF). Run at time 17.5 minute. Yields the product [N+](=O)([O-])C1=CC=C(C=C1)C1=CN=C(S1)C(=O)O (5-(4-nitrophenyl)thiazole-2-carboxylic acid). The yield is 76.6%. Reaction SMILES: [N+:1]([C:4]1[CH:9]=[CH:8][C:7]([C:10]2[S:14][C:13]([C:15]([O:17]CC)=[O:16])=[N:12][CH:11]=2)=[CH:6][CH:5]=1)([O-:3])=[O:2].[OH-].[Na+].Cl>C1COCC1>[N+:1]([C:4]1[CH:5]=[CH:6][C:7]([C:10]2[S:14][C:13]([C:15]([OH:17])=[O:16])=[N:12][CH:11]=2)=[CH:8][CH:9]=1)([O-:3])=[O:2] |f:1.2|. Procedure details: Ethyl 5-(4-nitrophenyl)thiazole-2-carboxylate (Intermediate 2, step A, 3.6 g) was dissolved in THF (90 ml). 1 Molar aqueous NaOH (52 ml) was added and stirred at RT for 15-20 minutes. The reaction mixture was acidified with 1M HCl, extracted with EtOAc. The organic layer was washed with brine, dried over Na2SO4 and concentrated under reduced pressure to get pale yellow colored solid. Solid was crystallized in EtOAc/Pet ether to yield 2.48 g (76%) of the title compound. 1H NMR (DMSO-d6, 300 MHz):... Starting materials: FC1=C(C=C(C=C1)NS(=O)(=O)CCC)CO (Propane-1-sulfonic acid (4-fluoro-3-hydroxymethyl-phenyl)-amide), ice water, O (water), CC(=O)OI1(C=2C=CC=CC2C(=O)O1)(OC(=O)C)OC(=O)C (Dess-Martin periodinane). Solvent: O1CCCC1 (tetrahydrofuran). Reaction conditions: time 10 minute. Product: FC1=C(C=C(C=C1)NS(=O)(=O)CCC)C=O (Propane-1-sulfonic acid (4-fluoro-3 formyl phenyl)-amide). Reaction SMILES: [F:1][C:2]1[CH:7]=[CH:6][C:5]([NH:8][S:9]([CH2:12][CH2:13][CH3:14])(=[O:11])=[O:10])=[CH:4][C:3]=1[CH2:15][OH:16].CC(OI1(OC(C)=O)(OC(C)=O)OC(=O)C2C=CC=CC1=2)=O.O>O1CCCC1>[F:1][C:2]1[CH:7]=[CH:6][C:5]([NH:8][S:9]([CH2:12][CH2:13][CH3:14])(=[O:11])=[O:10])=[CH:4][C:3]=1[CH:15]=[O:16]. Procedure details: To propane-1-sulfonic acid (4-fluoro-3-hydroxymethyl-phenyl)-amide (671, 0.483 g, 0.00195 mol) in tetrahydrofuran (10.0 mL), cooled with ice/water, was added Dess-Martin periodinane (1.00 g, 0.00236 mol). The reaction was stirred at room temperature for 10 minutes. The reaction was poured into water and extracted with ethyl acetate. The organic layer was dried over anhydrous sodium sulfate and filtered. The filtrate was concentrated and purified by silica gel column chromatography eluting with 3...